This data is from the Open Reaction Database (ORD), a public repository of structured organic reaction records. The task is: describe an organic reaction: reactants, conditions, products, and yield Starting materials: C(#N)C1=CC=C(C=C1)CCC(CC1=CC=C(C(=O)OC)C=C1)\C=C\C1=C(C=CC=C1)O (methyl 4-[(3E)-2-[2-(4-cyanophenyl)ethyl]-4-(2-hydroxyphenyl)but-3-en-1-yl]benzoate), C([O-])([O-])=O.[K+].[K+] (potassium carbonate), FC(CCCBr)(F)F (4,4,4-trifluoro-1-bromobutane). Run in C(C)#N (acetonitrile). The product is C(#N)C1=CC=C(C=C1)CCC(CC1=CC=C(C(=O)OC)C=C1)\C=C\C1=C(C=CC=C1)OCCCC(F)(F)F (Methyl 4-{(3E)-2-[2-(4-cyanophenyl)ethyl]-4-[2-(4,4,4-trifluorobutoxy)phenyl]but-3-en-1-yl}benzoate). Reaction SMILES: [C:1]([C:3]1[CH:8]=[CH:7][C:6]([CH2:9][CH2:10][CH:11](/[CH:23]=[CH:24]/[C:25]2[CH:30]=[CH:29][CH:28]=[CH:27][C:26]=2[OH:31])[CH2:12][C:13]2[CH:22]=[CH:21][C:16]([C:17]([O:19][CH3:20])=[O:18])=[CH:15][CH:14]=2)=[CH:5][CH:4]=1)#[N:2].C(=O)([O-])[O-].[K+].[K+].[F:38][C:39]([F:45])([F:44])[CH2:40][CH2:41][CH2:42]Br>C(#N)C>[C:1]([C:3]1[CH:8]=[CH:7][C:6]([CH2:9][CH2:10][CH:11](/[CH:23]=[CH:24]/[C:25]2[CH:30]=[CH:29][CH:28]=[CH:27][C:26]=2[O:31][CH2:42][CH2:41][CH2:40][C:39]([F:45])([F:44])[F:38])[CH2:12][C:13]2[CH:14]=[CH:15][C:16]([C:17]([O:19][CH3:20])=[O:18])=[CH:21][CH:22]=2)=[CH:5][CH:4]=1)#[N:2] |f:1.2.3|. Procedure: A solution of 200 mg (0.486 mmol) of methyl 4-[(3E)-2-[2-(4-cyanophenyl)ethyl]-4-(2-hydroxyphenyl)but-3-en-1-yl]benzoate in 5 ml of acetonitrile is mixed with 101 mg (0.73 mmol) of potassium carbonate and 139 mg (0.73 mmol) of 4,4,4-trifluoro-1-bromobutane and stirred under reflux for 12 h. After conversion is complete, the salts are filtered off and the mother liquor evaporated. 253 mg (0.49 mmol, 100% of theory) of the title compound are obtained. The reactants are Cl (HCl), [OH-].[Na+] (NaOH), peroxide, C(C1=CC=CC=C1)N1N=CC(=C1)B1OC(C(O1)(C)C)(C)C (1-benzyl-4-(4,4,5,5-tetramethyl-1,3,2-dioxaborolan-2-yl)-1H-pyrazole). Run in O1CCCC1 (tetrahydrofuran). Conditions: temperature 0 celsius, time 45 minute. The product is C(C1=CC=CC=C1)N1N=CC(=C1)O (1-benzyl-1H-pyrazol-4-ol). Yield: 125.8%. RXN SMILES: [CH2:1]([N:8]1[CH:12]=[C:11](B2OC(C)(C)C(C)(C)O2)[CH:10]=[N:9]1)[C:2]1[CH:7]=[CH:6][CH:5]=[CH:4][CH:3]=1.[OH-:22].[Na+].Cl>O1CCCC1>[CH2:1]([N:8]1[CH:12]=[C:11]([OH:22])[CH:10]=[N:9]1)[C:2]1[CH:7]=[CH:6][CH:5]=[CH:4][CH:3]=1 |f:1.2|. Procedure details: 1-benzyl-4-(4,4,5,5-tetramethyl-1,3,2-dioxaborolan-2-yl)-1H-pyrazole (2.0 g, 7.03 mmol) was dissolved in tetrahydrofuran (18 mL) and cooled to 0° C. 2N NaOH (7.03 mL, 14.06 mmol) and 30% peroxide (14.07 mL) were added and the reaction was stirred at room temperature for 45 minutes. The reaction was acidified to pH=2 by addition of 2N HCl and extracted with dichloromethane. The organic layer was dried over sodium sulfate, filtered and concentrated to give 1-benzyl-1H-pyrazol-4-ol (1.54 g) as a ye... The reactants are C1(=CC=CC=C1)C1N2C(CC=3C=CC=CC13)CCNCC2 ((7 RS,12aRS)-1,2,3,4,5,7,12,12a-octahydro-7-phenyl-1,4-diazepino[1,7-b]isoquinoline), C(C)(=O)Cl (acetyl chloride), O (water). Solvent: C(Cl)Cl (methylene chloride), C(Cl)Cl (methylene chloride). Reaction conditions: time 1 hour. The product is C(C)(=O)N1CCN2C(C=3C=CC=CC3CC2CC1)C1=CC=CC=C1 ((7RS,12aRS)-3-acetyl-1,2,3,4,5,7,12,12a-octahydro-7-phenyl-1,4-diazepino[1,7-b]isoquinoline). Reaction SMILES: [C:1](Cl)(=[O:3])[CH3:2].[C:5]1([CH:11]2[C:20]3[CH:19]=[CH:18][CH:17]=[CH:16][C:15]=3[CH2:14][CH:13]3[CH2:21][CH2:22][NH:23][CH2:24][CH2:25][N:12]23)[CH:10]=[CH:9][CH:8]=[CH:7][CH:6]=1.O>C(Cl)Cl>[C:1]([N:23]1[CH2:22][CH2:21][CH:13]2[N:12]([CH:11]([C:5]3[CH:10]=[CH:9][CH:8]=[CH:7][CH:6]=3)[C:20]3[CH:19]=[CH:18][CH:17]=[CH:16][C:15]=3[CH2:14]2)[CH2:25][CH2:24]1)(=[O:3])[CH3:2]. Procedure: 3.08 of acetyl chloride diluted with 10 ml of methylene chloride was added dropwise to a solution of 9.9 g (7 RS,12aRS)-1,2,3,4,5,7,12,12a-octahydro-7-phenyl-1,4-diazepino[1,7-b]isoquinoline in 100 ml of methylene chloride. The reaction mixture was stirred for 1 hour, then wasted twice with water, then dried with magnesium sulphate and concentrated to dryness to give (7RS,12aRS)-3-acetyl-1,2,3,4,5,7,12,12a-octahydro-7-phenyl-1,4-diazepino[1,7-b]isoquinoline (M.P. 145°-147°). The reactants are O (water), NC1=NC=C(N=C1)Br (2-amino-5-bromopyrazine), OC1=CC=C(C=C1)B(O)O (4-hydroxyphenylboronic acid), C([O-])([O-])=O.[Na+].[Na+] (sodium carbonate). Reagents/catalysts: [Pd].C1(=CC=CC=C1)P(C1=CC=CC=C1)C1=CC=CC=C1.C1(=CC=CC=C1)P(C1=CC=CC=C1)C1=CC=CC=C1.C1(=CC=CC=C1)P(C1=CC=CC=C1)C1=CC=CC=C1.C1(=CC=CC=C1)P(C1=CC=CC=C1)C1=CC=CC=C1 (tetrakis (triphenylphosphine) palladium (0)). The solvent is C(OC)COC (dimethoxyethane). Reaction conditions: temperature 80 celsius, time 3 hour. The product is NC1=NC=C(N=C1)C1=CC=C(C=C1)O (2-amino-5-(4-hydroxyphenyl)pyrazine). As a reaction SMILES: [NH2:1][C:2]1[CH:7]=[N:6][C:5](Br)=[CH:4][N:3]=1.[OH:9][C:10]1[CH:15]=[CH:14][C:13](B(O)O)=[CH:12][CH:11]=1.C(=O)([O-])[O-].[Na+].[Na+].O>C(COC)OC.[Pd].C1(P(C2C=CC=CC=2)C2C=CC=CC=2)C=CC=CC=1.C1(P(C2C=CC=CC=2)C2C=CC=CC=2)C=CC=CC=1.C1(P(C2C=CC=CC=2)C2C=CC=CC=2)C=CC=CC=1.C1(P(C2C=CC=CC=2)C2C=CC=CC=2)C=CC=CC=1>[NH2:1][C:2]1[CH:7]=[N:6][C:5]([C:13]2[CH:14]=[CH:15][C:10]([OH:9])=[CH:11][CH:12]=2)=[CH:4][N:3]=1 |f:2.3.4,7.8.9.10.11|. Procedure: To a solution of 2-amino-5-bromopyrazine (366 mg) in dimethoxyethane (20 mL) was added 4-hydroxyphenylboronic acid (320 mL), 1.5N sodium carbonate aqueous solution (2.5 mL) and tetrakis (triphenylphosphine) palladium (0) (54 mg). The mixture was stirred at 80° C. for 3 hours. To the reaction mixture was added water (20 mL) and the whole was extracted with ethyl acetate (50 mL×3). The extract was washed with saturated saline solution, then dried over anhydrous Na2SO4. The removal of the solvent p... Reactants: CS(=O)(=O)OCC[C@@H](C1=CC=CC=C1)NC(=O)[C@@H]1SCCN1S(=O)(=O)C1=CC=C(C=C1)C1=CC=CC=C1 ((3S)-3-({[(2S)-3-([1,1′-biphenyl]-4-ylsulfonyl)-1,3-thiazolidin-2-yl]carbonyl}amino)-3-phenylpropyl methanesulfonate), CS(=O)(=O)OCC[C@@H](C1=CC=CC=C1)NC(=O)[C@@H]1SCCN1S(=O)(=O)C1=CC=C(C=C1)C1=CC=CC=C1 ((3S)-3-({[(2S)-3-([1,1′-biphenyl]-4-ylsulfonyl)-1,3-thiazolidin-2-yl]carbonyl}amino)-3-phenylpropyl methanesulfonate), CNCCO (2-(methylamino)ethanol). The product is C1(=CC=C(C=C1)S(=O)(=O)N1[C@@H](SCC1)C(=O)N[C@@H](CCN(C)CCO)C1=CC=CC=C1)C1=CC=CC=C1 ((2S)-3-([1,1′-biphenyl]-4-ylsulfonyl)-N-{(1S)-3-[(2-hydroxyethyl)(methyl)-amino]-1-phenylpropyl}-1,3-thiazolidine-2-carboxamide). Reaction SMILES: CS(O[CH2:6][CH2:7][C@H:8]([NH:15][C:16]([C@H:18]1[N:22]([S:23]([C:26]2[CH:31]=[CH:30][C:29]([C:32]3[CH:37]=[CH:36][CH:35]=[CH:34][CH:33]=3)=[CH:28][CH:27]=2)(=[O:25])=[O:24])[CH2:21][CH2:20][S:19]1)=[O:17])[C:9]1[CH:14]=[CH:13][CH:12]=[CH:11][CH:10]=1)(=O)=O.[CH3:38][NH:39][CH2:40][CH2:41][OH:42]>>[C:29]1([C:32]2[CH:33]=[CH:34][CH:35]=[CH:36][CH:37]=2)[CH:28]=[CH:27][C:26]([S:23]([N:22]2[CH2:21][CH2:20][S:19][C@H:18]2[C:16]([NH:15][C@H:8]([C:9]2[CH:14]=[CH:13][CH:12]=[CH:11][CH:10]=2)[CH2:7][CH2:6][N:39]([CH2:40][CH2:41][OH:42])[CH3:38])=[O:17])(=[O:24])=[O:25])=[CH:31][CH:30]=1. Procedure: Following the general method A as outlined in Example 16, starting from (3S)-3-({[(2S)-3-([1,1′-biphenyl]-4-ylsulfonyl)-1,3-thiazolidin-2-yl]carbonyl}amino)-3-phenylpropyl methanesulfonate (Intermediate 9) and 2-(methylamino)ethanol, the title compound was obtained in 94.3% purity by HPLC. Starting materials: CC(C)(C)[Si](O[C@H]([C@H](C(=O)N(C)OC)C)[C@H](C=O)C)(C)C ((2R,3S,4R)-3-[[(1,1-dimethylethyl)dimethylsilyl]oxy]-N-methoxy-N,2,4-trimethyl-5-oxo-pentanamide), solution, C[Mg]Br (methylmagnesium bromide). The solvent is CCOCC (ether), CCOCC (ether), CCOCC (ether). Reaction conditions: temperature -20 celsius, time 1 hour. Product: CC(C)(C)[Si](O[C@H]([C@H](C(=O)N(C)OC)C)[C@H](C(C)O)C)(C)C ((2R,3S,4S)-3-[[(1,1-Dimethylethyl)dimethylsilyl]oxy]-5-hydroxy-N-methoxy-N,2,4-trimethyl-hexanamide). As a reaction SMILES: [CH3:1][C:2]([Si:5]([CH3:21])([CH3:20])[O:6][C@@H:7]([C@@H:16]([CH3:19])[CH:17]=[O:18])[C@@H:8]([CH3:15])[C:9]([N:11]([O:13][CH3:14])[CH3:12])=[O:10])([CH3:4])[CH3:3].[CH3:22][Mg]Br>CCOCC>[CH3:1][C:2]([Si:5]([CH3:20])([CH3:21])[O:6][C@@H:7]([C@@H:16]([CH3:19])[CH:17]([OH:18])[CH3:22])[C@@H:8]([CH3:15])[C:9]([N:11]([O:13][CH3:14])[CH3:12])=[O:10])([CH3:3])[CH3:4]. Procedure: To a solution of 6.9 g (21.8 mmol) of (2R,3S,4R)-3-[[(1,1-dimethylethyl)dimethylsilyl]oxy]-N-methoxy-N,2,4-trimethyl-5-oxo-pentanamide in 50 mL of ether is added 10.2 mL (30.5 mmol) of a 3M solution of methylmagnesium bromide in ether, dropwise, at −40° C., after which the mixture is stirred at −20° C. for 1 hour. The reaction mixture is then dilluted with 200 mL of ether and the reaction is quenched by adding the reaction mixture to 20 g of crushed ice at 0° C. The mixture is then washed with 1... Reactants: COCCCc1sc(-c2ccccc2)nc1C(=O)Cl, CC#N, CCN(C(C)C)C(C)C, Nc1ccccc1-c1nc2cccnc2s1. Yields the product COCCCc1sc(-c2ccccc2)nc1C(=O)Nc1ccccc1-c1nc2cccnc2s1. As a reaction SMILES: [CH3:1][O:2][CH2:3][CH2:4][CH2:5][c:6]1[c:7]([C:17](=[O:18])[Cl:19])[n:8][c:9](-[c:11]2[cH:12][cH:13][cH:14][cH:15][cH:16]2)[s:10]1.[CH3:45][C:46]#[N:47].[CH:36]([N:37]([CH2:38][CH3:39])[CH:40]([CH3:41])[CH3:42])([CH3:43])[CH3:44].[n:20]1[c:21](-[c:29]2[c:30]([NH2:31])[cH:32][cH:33][cH:34][cH:35]2)[s:22][c:23]2[n:24][cH:25][cH:26][cH:27][c:28]12>>[CH3:1][O:2][CH2:3][CH2:4][CH2:5][c:6]1[c:7]([C:17](=[O:18])[NH:31][c:30]2[c:29](-[c:21]3[n:20][c:28]4[c:23]([s:22]3)[n:24][cH:25][cH:26][cH:27]4)[cH:35][cH:34][cH:33][cH:32]2)[n:8][c:9](-[c:11]2[cH:12][cH:13][cH:14][cH:15][cH:16]2)[s:10]1.